Dataset: the Open Reaction Database (ORD), a public repository of structured organic reaction records. Task: describe an organic reaction: reactants, conditions, products, and yield The reactants are CC(C)(C)OC(=O)NCC(=O)O, CCOC(C)=O, NCC(=O)NCC(=O)OCc1ccccc1, ClCCl, CCN=C=NCCCN(C)C, CCCCCC, C1CCC(NC2CCCCC2)CC1, ClC(Cl)Cl, ClC(Cl)Cl, Cl. Yields the product CC(C)(C)OC(=O)NCC(=O)NCC(=O)NCC(=O)OCc1ccccc1. As a reaction SMILES: [C:14]([CH3:15])([CH3:16])([CH3:17])[O:18][C:19](=[O:20])[NH:21][CH2:22][C:23](=[O:24])[OH:25].[C:58]([O:59][CH2:60][CH3:61])(=[O:62])[CH3:63].[CH2:27]([c:28]1[cH:29][cH:30][cH:31][cH:32][cH:33]1)[O:34][C:35]([CH2:36][NH:37][C:38]([CH2:39][NH2:40])=[O:41])=[O:42].[CH2:64]([Cl:65])[Cl:66].[CH3:47][CH2:48][N:49]=[C:50]=[N:51][CH2:52][CH2:53][CH2:54][N:55]([CH3:56])[CH3:57].[CH3:71][CH2:72][CH2:73][CH2:74][CH2:75][CH3:76].[CH:1]1([NH:2][CH:3]2[CH2:4][CH2:5][CH2:6][CH2:7][CH2:8]2)[CH2:9][CH2:10][CH2:11][CH2:12][CH2:13]1.[CH:43]([Cl:44])([Cl:45])[Cl:46].[CH:67]([Cl:68])([Cl:69])[Cl:70].[ClH:26]>>[C:14]([CH3:15])([CH3:16])([CH3:17])[O:18][C:19](=[O:20])[NH:21][CH2:22][C:23](=[O:25])[NH:40][CH2:39][C:38]([NH:37][CH2:36][C:35]([O:34][CH2:27][c:28]1[cH:29][cH:30][cH:31][cH:32][cH:33]1)=[O:42])=[O:41]. The reactants are NC1=NC=CC=C1O (2-amino-3-hydroxypyridine), CN(C=O)C (dimethylformamide), C([O-])([O-])=O.[K+].[K+] (potassium carbonate), C(CCC)Br (n-butylbromide). Solvent: C(C)(=O)OCC (Ethyl acetate), O (water). Run at temperature 50 celsius. The product is NC1=NC=CC=C1OCCCC (2-amino-3-butoxypyridine). Yield: 41.4%. Reaction SMILES: [NH2:1][C:2]1[C:7]([OH:8])=[CH:6][CH:5]=[CH:4][N:3]=1.CN(C)C=O.C(=O)([O-])[O-].[K+].[K+].[CH2:20](Br)[CH2:21][CH2:22][CH3:23]>C(OCC)(=O)C.O>[NH2:1][C:2]1[C:7]([O:8][CH2:20][CH2:21][CH2:22][CH3:23])=[CH:6][CH:5]=[CH:4][N:3]=1 |f:2.3.4|. Reported procedure: A reaction flask was loaded with 2-amino-3-hydroxypyridine (8 g), dimethylformamide (DMF) (50 ml), and anhydrous potassium carbonate (12 g), and the temperature was raised up to 50° C. with stirring, followed by dropwise addition of n-butylbromide (11.9 g) to the flask in 4 hours with stirring. Then, the mixture was stirred at 60° C. for 2 hours. The heating was stopped, and water (200 ml) was added to the mixture. Ethyl acetate was added to the mixture and the mixture was stirred, followed by c... Starting materials: CN(CCNC1=NC(=CC=C1)Cl)C (2-(2-dimethylaminoethylamino)-6-chloropyridine), C[O-].[Na+] (sodium methoxide). The solvent is CN(C=O)C (dimethylformamide). Yields the product CN(CCNC1=NC(=CC=C1)OC)C (2-(2-Dimethylaminoethylamino)-6-methoxy pyridine). Isolated yield 80.9%. Reaction SMILES: [CH3:1][N:2]([CH3:13])[CH2:3][CH2:4][NH:5][C:6]1[CH:11]=[CH:10][CH:9]=[C:8](Cl)[N:7]=1.[CH3:14][O-:15].[Na+]>CN(C)C=O>[CH3:1][N:2]([CH3:13])[CH2:3][CH2:4][NH:5][C:6]1[CH:11]=[CH:10][CH:9]=[C:8]([O:15][CH3:14])[N:7]=1 |f:1.2|. Reported procedure: A solution of 2-(2-dimethylaminoethylamino)-6-chloropyridine (10.0 g, 0.05 mole) in dimethylformamide (50 ml) containing sodium methoxide (3.5 gm, 0.065 mole) is heated at 110°-120° for two hours. The solution is cooled and the sodium chloride filtered. After removing the solvent in vacuo, the residue is dissolved in dilute hydrochloric acid (10%), washed with methylene chloride, made alkaline with sodium carbonate and the product is extracted into methylene chloride. After drying this solution ... The reactants are Cl.N1=C(C=CC=C1)C1=CC=C(C=C1)CN(C[C@@H]([C@H](CC1=CC=CC=C1)NC([C@@H](NC(=O)OC)C(C)C)=O)O)N (1-[4-(pyridin-2-yl)-phenyl]-4(S)-hydroxy-2-amino-5(S)-N-(N-methoxycarbonyl-(L)-valyl)amino-6-phenyl-2-azahexane hydrochloride), COC(=O)N[C@@H]([C@@H](C)CC)C(=O)O (N-methoxycarbonyl-(L)-iso-leucine), C(CCl)Cl (EDC), C=1C=CC2=C(C1)N=NN2O (HOBT), TEA, CN(C)C=O (DMF), CN(C)C=O (DMF), crude product. Product: N1=C(C=CC=C1)C1=CC=C(C=C1)CN(C[C@@H]([C@H](CC1=CC=CC=C1)NC([C@@H](NC(=O)OC)C(C)C)=O)O)NC([C@@H](NOC)[C@@H](C=C=O)CC)=O (1-[4-(Pyridin-2-yl)-phenyl]4(S)-hydroxy-2-N-(N-methoxy-carbonyl-(L)-iso-leucyl)amino-5(S)-N-(N-methoxycarbonyl-(L)-valyl)amino-6-phenyl-2-azahexane). Reaction SMILES: Cl.[N:2]1[CH:7]=[CH:6][CH:5]=[CH:4][C:3]=1[C:8]1[CH:13]=[CH:12][C:11]([CH2:14][N:15]([NH2:39])[CH2:16][C@H:17]([OH:38])[C@@H:18]([NH:26][C:27](=[O:37])[C@H:28]([CH:34]([CH3:36])[CH3:35])[NH:29][C:30]([O:32][CH3:33])=[O:31])[CH2:19][C:20]2[CH:25]=[CH:24][CH:23]=[CH:22][CH:21]=2)=[CH:10][CH:9]=1.COC([NH:44][C@H:45]([C:50]([OH:52])=O)[C@H:46]([CH2:48][CH3:49])C)=O.[CH2:53](Cl)[CH2:54]Cl.C1C=CC2N([OH:66])N=NC=2C=1.CN([CH:70]=[O:71])C>>[N:2]1[CH:7]=[CH:6][CH:5]=[CH:4][C:3]=1[C:8]1[CH:9]=[CH:10][C:11]([CH2:14][N:15]([NH:39][C:50](=[O:52])[C@H:45]([C@H:46]([CH2:53][CH3:54])[CH:48]=[C:49]=[O:66])[NH:44][O:71][CH3:70])[CH2:16][C@H:17]([OH:38])[C@@H:18]([NH:26][C:27](=[O:37])[C@H:28]([CH:34]([CH3:36])[CH3:35])[NH:29][C:30]([O:32][CH3:33])=[O:31])[CH2:19][C:20]2[CH:25]=[CH:24][CH:23]=[CH:22][CH:21]=2)=[CH:12][CH:13]=1 |f:0.1|. Reported procedure: Analogously to Example 1, a solution of 1.26 g (2 mmol) of 1-[4-(pyridin-2-yl)-phenyl]-4(S)-hydroxy-2-amino-5(S)-N-(N-methoxycarbonyl-(L)-valyl)amino-6-phenyl-2-azahexane hydrochloride (Example 49b) in 12 ml of DMF is added dropwise to a mixture of 0.6 g (3.2 mmol) of N-methoxycarbonyl-(L)-iso-leucine, 1.14 g (6 mmol) of EDC, 0.54 g (4 mmol) of HOBT and 1.68 ml of TEA in 13 ml of DMF. After working up, the crude product is digested in DIPE and purified by subsequent medium-pressure column chroma... The reactants are N-isobutyloxycarbonyl(D/L)-tert-leucine, NC1=NNC2=NC=NC(=C21)NC2=CC(=CC=C2)Cl (3-amino-4-(3-chloro-phenylamino)1H-pyrazolo[3,4-d]pyrimidine), C1(=CC=CC=C1)C.C(C)(=O)OCC (toluene ethyl acetate), CN1CCOCC1 (NMM), ClC(=O)OCC(C)C (isobutyl chloroformate). The solvent is C(C)(=O)OCC (ethyl acetate), C1CCOC1 (THF). Product: ClC=1C=C(C=CC1)NC1=C2C(=NC=N1)NN=C2NC(C(C(C)(C)C)NC(=O)OCC(C)C)=O (rac.-4-(3-chloro-phenylamino)-3-([2-isobutyloxycarbonylamino-3,3-dimethylbutyryl)-amino)-1 H-pyrazolo[3,4-d]pyrimidine). RXN SMILES: C[N:2]1[CH2:7][CH2:6][O:5]CC1.Cl[C:9]([O:11][CH2:12][CH:13]([CH3:15])[CH3:14])=[O:10].[NH2:16][C:17]1[C:25]2[C:20](=[N:21][CH:22]=[N:23][C:24]=2[NH:26][C:27]2[CH:32]=[CH:31][CH:30]=[C:29]([Cl:33])[CH:28]=2)[NH:19][N:18]=1.[C:34]1([CH3:40])[CH:39]=CC=C[CH:35]=1.C(OCC)(=O)C>C1COCC1.C(OCC)(=O)C>[Cl:33][C:29]1[CH:28]=[C:27]([NH:26][C:24]2[N:23]=[CH:22][N:21]=[C:20]3[NH:19][N:18]=[C:17]([NH:16][C:6](=[O:5])[CH:7]([NH:2][C:9]([O:11][CH2:12][CH:13]([CH3:15])[CH3:14])=[O:10])[C:34]([CH3:40])([CH3:39])[CH3:35])[C:25]=23)[CH:32]=[CH:31][CH:30]=1 |f:3.4|. Procedure: Analogously to Example 5, 365 mg (1.58 mmol) of N-isobutyloxycarbonyl(D/L)-tert-leucine in 3.3 ml of THF and 347 μl (3.15 mmol) of NMM are activated with 226 μl (1.73 mmol) of isobutyl chloroformate and then reacted with 411 mg (1.58 mmol) of 3-amino-4-(3-chloro-phenylamino)1H-pyrazolo[3,4-d]pyrimidine (see Step 1.6) for 20 hours. Column chromatography (SiO2; toluene/ethyl acetate 1:1) and stirring in ethyl acetate/DIPE yield rac.-4-(3-chloro-phenylamino)-3-([2-isobutyloxycarbonylamino-3,3-dimet...